describe an organic reaction: reactants, conditions, products, and yield From a dataset of the Open Reaction Database (ORD), a public repository of structured organic reaction records. Reactants: CC(CCC(C)=O)=O (hexane-2,5-dione), Br.BrC1=C(N=C(S1)N)C(F)(F)F (5-bromo-4-trifluoromethyl-thiazol-2-ylamine hydrobromide), P(=O)([O-])([O-])[O-] (phosphate). Run in CO (methanol). Run at time 8 hour. Product: BrC1=C(N=C(S1)N1C(=CC=C1C)C)C(F)(F)F (5-Bromo-2-(2,5-dimethyl-pyrrol-1-yl)-4-trifluoromethyl-thiazole). The yield is 1261.0%. RXN SMILES: [CH3:1][C:2](=O)[CH2:3][CH2:4][C:5](=O)[CH3:6].Br.[Br:10][C:11]1[S:15][C:14]([NH2:16])=[N:13][C:12]=1[C:17]([F:20])([F:19])[F:18].P([O-])([O-])([O-])=O>CO>[Br:10][C:11]1[S:15][C:14]([N:16]2[C:2]([CH3:1])=[CH:3][CH:4]=[C:5]2[CH3:6])=[N:13][C:12]=1[C:17]([F:20])([F:19])[F:18] |f:1.2|. Reported procedure: Add hexane-2,5-dione (3.5 mL, 3.4 g, 30 2 mmol) to a solution of 5-bromo-4-trifluoromethyl-thiazol-2-ylamine hydrobromide (9.0 g, 27.4 mmol) in methanol (60 mL). Stir at room temperature overnight. Add phosphate buffer (50 mL, pH=7). Collect the resulting precipitate by filtration, washing with water. Dissolve the filter cake in CH2Cl2 and dry over sodium sulfate. Filter and concentrate under vacuum to obtain the title compound (8.2 g, 92%). 1H NMR (400 MHz, CDCl3) δ 5.91 (s, 2H), 2.27 (s, 6H). Reaction SMILES: [CH:1]1[C:13]2[CH:12]([CH2:14][O:15][C:16](=[O:29])[NH:17][CH2:18][CH:19]([OH:28])[CH:20]([OH:27])[CH:21]([OH:26])[CH:22]([OH:25])[CH2:23][OH:24])[C:11]3[C:6](=[CH:7][CH:8]=[CH:9][CH:10]=3)[C:5]=2[CH:4]=[CH:3][CH:2]=1.[CH3:30][O:31][C:32]1[CH:53]=[CH:52][C:35]([C:36](Cl)([C:45]2[CH:50]=[CH:49][CH:48]=[CH:47][CH:46]=2)[C:37]2[CH:42]=[CH:41][C:40]([O:43][CH3:44])=[CH:39][CH:38]=2)=[CH:34][CH:33]=1.CN(C1C=CC=CN=1)C>N1C=CC=CC=1>[CH:1]1[C:13]2[CH:12]([CH2:14][O:15][C:16](=[O:29])[NH:17][CH2:18][CH:19]([OH:28])[CH:20]([OH:27])[CH:21]([OH:26])[CH:22]([OH:25])[CH2:23][O:24][C:36]([C:35]3[CH:52]=[CH:53][C:32]([O:31][CH3:30])=[CH:33][CH:34]=3)([C:37]3[CH:42]=[CH:41][C:40]([O:43][CH3:44])=[CH:39][CH:38]=3)[C:45]3[CH:46]=[CH:47][CH:48]=[CH:49][CH:50]=3)[C:11]3[C:6](=[CH:7][CH:8]=[CH:9][CH:10]=3)[C:5]=2[CH:4]=[CH:3][CH:2]=1. Run at time 17 hour. Solvent: N1=CC=CC=C1 (pyridine), N1=CC=CC=C1 (pyridine). The yield is 57.8%. The reactants are COC1=CC=C(C(C2=CC=C(C=C2)OC)(C2=CC=CC=C2)Cl)C=C1 (4,4′-Dimethoxytrityl chloride), CN(C)C1=NC=CC=C1 (dimethylaminopyridine), C1=CC=CC=2C3=CC=CC=C3C(C12)COC(NCC(C(C(C(CO)O)O)O)O)=O ((2,3,4,5,6-pentahydroxy-hexyl)-carbamic acid 9H-fluoren-9-ylmethyl ester). Reported procedure: Compound 35 (5.0 g, 12.4 mmol) was dissolved in 100 ml of pyridine and azeotropically boiled. After this operation was conducted two times, the product was dissolved in 100 ml of dry pyridine and cooled with ice in a nitrogen stream. 4,4′-Dimethoxytrityl chloride (5.0 g, 14.9 mmol) and dimethylaminopyridine (1.5 g, 12.4 mmol) were added, the temperature was gradually increased from under ice cooling to room temperature, and this was followed by stirring at room temperature for 17 hours. After th... Yields the product C1=CC=CC=2C3=CC=CC=C3C(C12)COC(NCC(C(C(C(COC(C1=CC=CC=C1)(C1=CC=C(C=C1)OC)C1=CC=C(C=C1)OC)O)O)O)O)=O ({6-[bis-(4-methoxy-phenyl)-phenyl-methoxy]-2,3,4,5-tetrahydroxy-hexyl}-carbamic acid 9H-fluoren-9-ylmethyl ester). Yields the product Cc1cc(C(=O)Nc2ccc3nccnc3c2)cc(Cl)n1. RXN SMILES: Nc1ccc2nccnc2c1.Cc1cc(C(=O)O)cc(Cl)n1.CN(C)C(=[N+](C)C)ON1C2=CC=CC=C2N=N1.F[P-](F)(F)(F)(F)F.CCN(C(C)C)C(C)C.CN(C)C=O>>Cc1cc(C(=O)Nc2ccc3nccnc3c2)cc(Cl)n1. Conditions: temperature 25 celsius, time 2 hour. The reagents and catalysts are CN(C)C(=[N+](C)C)ON1C2=CC=CC=C2N=N1.F[P-](F)(F)(F)(F)F (HBTU), CCN(C(C)C)C(C)C (DIPEA). Reactants: Cc1cc(C(=O)O)cc(Cl)n1, Nc1ccc2nccnc2c1. Yield: 14.4%. Solvent: CN(C)C=O (DMF), CN(C)C=O (DMF), CN(C)C=O (DMF), CN(C)C=O (DMF), CN(C)C=O (DMF), CN(C)C=O (DMF). Starting materials: BrC1=CC(=C(OCC(=O)OCC)C=C1)C(=O)C=1C=NN(C1)C1=CC=CC=C1 (ethyl [4-bromo-2-(1-phenyl-1H-pyrazole-4-carbonyl)phenoxy]acetate), ClC1=CC=C(C=C1)B(O)O (4-chlorophenylboronic acid). The product is ClC1=CC=C(C=C1)C1=CC(=C(C=C1)OCC(=O)O)C(=O)C=1C=NN(C1)C1=CC=CC=C1 ([4′-Chloro-3-(1-phenyl-1H-pyrazole-4-carbonyl)biphenyl-4-yloxy]acetic acid). Reaction SMILES: Br[C:2]1[CH:14]=[CH:13][C:5]([O:6][CH2:7][C:8]([O:10]CC)=[O:9])=[C:4]([C:15]([C:17]2[CH:18]=[N:19][N:20]([C:22]3[CH:27]=[CH:26][CH:25]=[CH:24][CH:23]=3)[CH:21]=2)=[O:16])[CH:3]=1.[Cl:28][C:29]1[CH:34]=[CH:33][C:32](B(O)O)=[CH:31][CH:30]=1>>[Cl:28][C:29]1[CH:34]=[CH:33][C:32]([C:2]2[CH:14]=[CH:13][C:5]([O:6][CH2:7][C:8]([OH:10])=[O:9])=[C:4]([C:15]([C:17]3[CH:18]=[N:19][N:20]([C:22]4[CH:23]=[CH:24][CH:25]=[CH:26][CH:27]=4)[CH:21]=3)=[O:16])[CH:3]=2)=[CH:31][CH:30]=1. Reported procedure: Prepared from ethyl [4-bromo-2-(1-phenyl-1H-pyrazole-4-carbonyl)phenoxy]acetate and 4-chlorophenylboronic acid according to GP4: LC/MS (an10n8): Rt 3.08 min, m/z 432.5 [M−H]−. Starting materials: C1CCOC1, Nc1ccc(N2CCOCC2)cc1, CC(=O)Nc1ccc(C(=O)c2ccc3c(c2)C(=CO)C(=O)N3)cc1. Product: CC(=O)Nc1ccc(C(=O)c2ccc3c(c2)C(=CNc2ccc(N4CCOCC4)cc2)C(=O)N3)cc1. RXN SMILES: [CH2:38]1[O:39][CH2:40][CH2:41][CH2:42]1.[NH2:25][c:26]1[cH:27][cH:28][c:29]([N:32]2[CH2:33][CH2:34][O:35][CH2:36][CH2:37]2)[cH:30][cH:31]1.[OH:1][CH:2]=[C:3]1[C:4](=[O:24])[NH:5][c:6]2[cH:7][cH:8][c:9]([C:12](=[O:13])[c:14]3[cH:15][cH:16][c:17]([NH:20][C:21]([CH3:22])=[O:23])[cH:18][cH:19]3)[cH:10][c:11]21>>[CH:2](=[C:3]1[C:4](=[O:24])[NH:5][c:6]2[cH:7][cH:8][c:9]([C:12](=[O:13])[c:14]3[cH:15][cH:16][c:17]([NH:20][C:21]([CH3:22])=[O:23])[cH:18][cH:19]3)[cH:10][c:11]21)[NH:25][c:26]1[cH:27][cH:28][c:29]([N:32]2[CH2:33][CH2:34][O:35][CH2:36][CH2:37]2)[cH:30][cH:31]1. The reactants are NC1=C2C(C=CN(C2=C(C(=C1F)NCCNC1=NC=C(C=C1)C(=O)OCC)OC)C1CC1)=O (ethyl 2-[2-[(5-amino-1-cyclopropyl-6-fluoro-1,4-dihydro-8-methoxy-4-oxoquinolin-7-yl)amino]ethylamino]pyridine-5-carboxylate), Cl (HCl). Solvent: O (water), CCO (EtOH), [OH-].[Na+] (NaOH). Conditions: time 5 hour. The product is NC1=C2C(C=CN(C2=C(C(=C1F)NCCNC1=NC=C(C=C1)C(=O)O)OC)C1CC1)=O (2-[2-[(5-amino-1-cyclopropyl-6-fluoro-1,4-dihydro-8-methoxy-4-oxoquinolin-7-yl)amino]ethylamino]pyridine-5-carboxylic acid). The yield is 38.3%. Reaction SMILES: [NH2:1][C:2]1[C:11]([F:12])=[C:10]([NH:13][CH2:14][CH2:15][NH:16][C:17]2[CH:22]=[CH:21][C:20]([C:23]([O:25]CC)=[O:24])=[CH:19][N:18]=2)[C:9]([O:28][CH3:29])=[C:8]2[C:3]=1[C:4](=[O:33])[CH:5]=[CH:6][N:7]2[CH:30]1[CH2:32][CH2:31]1.Cl>CCO.[OH-].[Na+].O>[NH2:1][C:2]1[C:11]([F:12])=[C:10]([NH:13][CH2:14][CH2:15][NH:16][C:17]2[CH:22]=[CH:21][C:20]([C:23]([OH:25])=[O:24])=[CH:19][N:18]=2)[C:9]([O:28][CH3:29])=[C:8]2[C:3]=1[C:4](=[O:33])[CH:5]=[CH:6][N:7]2[CH:30]1[CH2:32][CH2:31]1 |f:3.4|. Procedure details: To a solution of ethyl 2-[2-[(5-amino-1-cyclopropyl-6-fluoro-1,4-dihydro-8-methoxy-4-oxoquinolin-7-yl)amino]ethylamino]pyridine-5-carboxylate (320 mg, 0.703 mmol) in EtOH (8 mL), 1M aq. NaOH was added. The mixture was stirred at room temperature for 5 h and then stirred at 50° C. for 3 h. After cooling, the reaction mixture was diluted with water (30 mL) and neutralized with 1M HCl. The product was extracted with CH2Cl2-MeOH (5:1, 2×50 mL). The extaction mixture was dried over Na2SO4 and concent... Reactants: Li2CuCl4, C1(CCCC1)[Mg]Br (cyclopentylmagnesium bromide), O1[C@H](C1)C(=O)OC ((R)-methyl oxirane-2-carboxylate). Solvent: C1CCOC1 (THF). Conditions: temperature -10 celsius, time 20 minute. The product is C1(CCCC1)C[C@H](C(=O)OC)O ((R)-methyl 3-cyclopentyl-2-hydroxypropanoate). Reaction SMILES: [CH:1]1([Mg]Br)[CH2:5][CH2:4][CH2:3][CH2:2]1.[O:8]1[CH2:10][C@@H:9]1[C:11]([O:13][CH3:14])=[O:12]>C1COCC1>[CH:1]1([CH2:10][C@@H:9]([OH:8])[C:11]([O:13][CH3:14])=[O:12])[CH2:5][CH2:4][CH2:3][CH2:2]1. Procedure details: A solution of Li2CuCl4 (0.2 M in THF, 125 mL, 25.0 mmol) was added slowly to a suspension of cyclopentylmagnesium bromide (2 M in diethyl ether, 135 mL, 270 mmol; Aldrich Chemical Company, Inc., Milwaukee, Wis.) and THF (500 mL) at −50° C. over 2-3 mins. The pale grey/brown suspension was then allowed to warm slowly to −10° C. over 30 mins, by which time the color had developed to a dark grey. The mixture was re-cooled to −78° C. and (R)-methyl oxirane-2-carboxylate (25.0 g, 245 mmol; Aldrich Ch...